The task is: describe an organic reaction: reactants, conditions, products, and yield. This data is from the Open Reaction Database (ORD), a public repository of structured organic reaction records. The reactants are CC(C)NC[C@@H](COC=1C=CC(=CC1)CC(=O)N)O (S-atenolol), CC=1C=CC(=CC1)C(=O)O (p-toluic acid). The solvent is CC(=O)C (acetone). Reaction conditions: time 8 hour. Yields the product CC(C)NC[C@@H](COC=1C=CC(=CC1)CC(=O)N)O.C=1(C(=CC=CC1)C(=O)[O-])C (S-atenolol toluate). Reaction SMILES: [CH3:1][CH:2]([NH:4][CH2:5][C@H:6]([OH:19])[CH2:7][O:8][C:9]1[CH:10]=[CH:11][C:12]([CH2:15][C:16]([NH2:18])=[O:17])=[CH:13][CH:14]=1)[CH3:3].C[C:21]1[CH:22]=[CH:23][C:24]([C:27]([OH:29])=[O:28])=[CH:25][CH:26]=1>CC(C)=O>[CH3:3][CH:2]([NH:4][CH2:5][C@H:6]([OH:19])[CH2:7][O:8][C:9]1[CH:10]=[CH:11][C:12]([CH2:15][C:16]([NH2:18])=[O:17])=[CH:13][CH:14]=1)[CH3:1].[C:25]1([CH3:1])[C:24]([C:27]([O-:29])=[O:28])=[CH:23][CH:22]=[CH:21][CH:26]=1 |f:3.4|. Procedure: S-atenolol (optical purity, 91 % ee, 4.43 g) and p-toluic acid (2.28 g) are dissolved in acetone (300 ml) by heating, and the mixture is allowed to stand overnight at room temperature. The precipitated crystals are separated by filtration, and the filtrate is concentrated under reduced pressure to give S-atenolol toluate having an optical purity of 98.8% ee (5.01 g). Starting materials: ClC1=NC2=CC=C(C=C2C(=N1)N(C)C1=CC=C(C=C1)OC)[N+](=O)[O-] ((2-chloro-6-nitro-quinazolin-4-yl)-(4-methoxy-phenyl)-methyl-amine), C(O)CN (ethanolamine). Solvent: CCCCO (n-BuOH). Conditions: temperature 120 celsius. The product is COC1=CC=C(C=C1)N(C1=NC(=NC2=CC=C(C=C12)[N+](=O)[O-])NCCO)C (2-{4-[(4-Methoxy-phenyl)-methyl-amino]-6-nitro-quinazolin-2-ylamino}-ethanol). RXN SMILES: Cl[C:2]1[N:11]=[C:10]([N:12]([C:14]2[CH:19]=[CH:18][C:17]([O:20][CH3:21])=[CH:16][CH:15]=2)[CH3:13])[C:9]2[C:4](=[CH:5][CH:6]=[C:7]([N+:22]([O-:24])=[O:23])[CH:8]=2)[N:3]=1.[CH2:25]([CH2:27][NH2:28])[OH:26]>CCCCO>[CH3:21][O:20][C:17]1[CH:18]=[CH:19][C:14]([N:12]([CH3:13])[C:10]2[C:9]3[C:4](=[CH:5][CH:6]=[C:7]([N+:22]([O-:24])=[O:23])[CH:8]=3)[N:3]=[C:2]([NH:28][CH2:27][CH2:25][OH:26])[N:11]=2)=[CH:15][CH:16]=1. Procedure: A mixture of 77 mg (0.22 mmol) of (2-chloro-6-nitro-quinazolin-4-yl)-(4-methoxy-phenyl)-methyl-amine and 68 mg (1.12 mmol) of ethanolamine in n-BuOH was heated at 120° C. for 18 hours. The reaction mixture concentrated and the isolation was done by preparative HPLC to give the title compound. 1H NMR (DMSO-d6) δ 8.2-7.1 (7H), 3.83 (3H), 3.82 (s, 2H), 3.62 (d, 3H), 3.56 (s, 2H); LC-MS (ESI+; 294 ([M+H]+)). The reactants are solution, B (borane), [N+](=O)([O-])C1=C(C=CC=C1)S(=O)(=O)NCCCCCCNC(=O)C1CC2=CC=CC=C2CC1 (1,2,3,4-tetrahydro-2-naphthalencarboxylic acid[6-(2-nitrobenzenesulfonylamino)-hexyl]-amide). Run in O1CCCC1 (tetrahydrofuran). Yields the product C1C(CCC2=CC=CC=C12)CNCCCCCCNS(=O)(=O)C1=C(C=CC=C1)N (N-[6{(1,2,3,4-tetrahydronaphthalen-2-ylmethyl)-amino}-hexyl]-2-aminobenzenesulfonamide). Yield: 76.0%. RXN SMILES: [N+:1]([C:4]1[CH:9]=[CH:8][CH:7]=[CH:6][C:5]=1[S:10]([NH:13][CH2:14][CH2:15][CH2:16][CH2:17][CH2:18][CH2:19][NH:20][C:21]([CH:23]1[CH2:32][CH2:31][C:30]2[C:25](=[CH:26][CH:27]=[CH:28][CH:29]=2)[CH2:24]1)=O)(=[O:12])=[O:11])([O-])=O.B>O1CCCC1>[CH2:24]1[C:25]2[C:30](=[CH:29][CH:28]=[CH:27][CH:26]=2)[CH2:31][CH2:32][CH:23]1[CH2:21][NH:20][CH2:19][CH2:18][CH2:17][CH2:16][CH2:15][CH2:14][NH:13][S:10]([C:5]1[CH:6]=[CH:7][CH:8]=[CH:9][C:4]=1[NH2:1])(=[O:12])=[O:11]. Procedure details: To a solution of 1,2,3,4-tetrahydro-2-naphthalencarboxylic acid[6-(2-nitrobenzenesulfonylamino)-hexyl]-amide (0.090 g, 0.19 mmol) in tetrahydrofuran (5 mL) cooled to 0° C. was added 2 mL 1M solution of borane:THF complex and the reaction mixture was refluxed for 12 h. The reaction mixture was cooled in an ice bath and quenched with 2 mL of 1N HCl. The reaction mixture was neutralized with 10% aqueous sodium hydroxide solution and extracted with ethyl acetate (3×25 mL). The organic phase was wash... Starting materials: Cl (hydrochloric acid), OC1=CC=C(C=C1)S (4-hydroxythiophenol), CC=1OCCN1 (2-methyl-2-oxazoline), O (water). Product: Cl.OC1=CC=C(C=C1)SCCN (2-[(4-hydroxyphenyl)thio]ethylamine hydrochloride). Isolated yield 11.0%. Reaction SMILES: [OH:1][C:2]1[CH:7]=[CH:6][C:5]([SH:8])=[CH:4][CH:3]=1.[CH3:9][C:10]1OCC[N:14]=1.O.[ClH:16]>>[ClH:16].[OH:1][C:2]1[CH:7]=[CH:6][C:5]([S:8][CH2:9][CH2:10][NH2:14])=[CH:4][CH:3]=1 |f:4.5|. Reported procedure: A mixture of 4-hydroxythiophenol (2.48 g, 19.7 mmol) and 2-methyl-2-oxazoline (1.67 g, 1.69 mL, 19.7 mmol) were refluxed (neat) under argon for two hours. Upon cooling, the crude sticky solid was re-suspended in concentrated hydrochloric acid (aq) and refluxed for 12 hours. The mixture was then poured into water (20 mL) and extracted with diethyl ether (2×20 mL). The aqueous liquors were concentrated to dryness and twice re-dissolved in water and re-concentrated. Re-crystallisation of the result... Starting materials: CC=1C=C(C=C([N+]1[O-])C1=NC(=CC=C1)C)[N+](=O)[O-] (6,6'-Dimethyl-4-nitro-2,2'-bipyridine-N-oxide), [O-]CC.[Na+] (sodium ethoxide), [Na] (sodium). Solvent: C(C)O (ethanol). Reaction conditions: temperature 70 celsius, time 30 minute. Yields the product CC=1C=C(C=C([N+]1[O-])C1=NC(=CC=C1)C)OCC (6,6'-Dimethyl-4-ethoxy-2,2'-bipyridine-N-oxide). Reaction SMILES: [CH3:1][C:2]1[CH:3]=[C:4]([N+]([O-])=O)[CH:5]=[C:6]([C:9]2[CH:14]=[CH:13][CH:12]=[C:11]([CH3:15])[N:10]=2)[N+:7]=1[O-:8].[O-:19][CH2:20][CH3:21].[Na+].[Na]>C(O)C>[CH3:1][C:2]1[CH:3]=[C:4]([O:19][CH2:20][CH3:21])[CH:5]=[C:6]([C:9]2[CH:14]=[CH:13][CH:12]=[C:11]([CH3:15])[N:10]=2)[N+:7]=1[O-:8] |f:1.2,^1:22|. Procedure: 6,6'-Dimethyl-4-nitro-2,2'-bipyridine-N-oxide (17) (1.0 g, 4.1 mmoles) was added to sodium ethoxide solution made from (0.19 g, 0.0083 g-atoms) sodium and 25 ml ethanol. The mixture was stirred at 70° C. for 30 minutes. After neutralization with concentrated hydrochloric acid the reaction mixture was filtered and evaporated to dryness. The product was purified by means of flash chromatography (silica, 0%-50% methanol/chloroform). Conditions: temperature 40 celsius, time 4 hour. The product is CN1C(=CC(=C1)C1=CC=CC=C1)C(=O)O (1-methyl-4-phenyl-1H-pyrrole-2-carboxylic acid). Reactants: COC(=O)C=1N(C=C(C1)C1=CC=CC=C1)C (methyl-1-methyl-4-phenyl-1H-pyrrole-2-carboxylate), [Li+].[OH-].O (LiOH H2O). The solvent is CO (CH3OH), O (H2O), C1CCOC1 (THF), O (Water). RXN SMILES: C[O:2][C:3]([C:5]1[N:6]([CH3:16])[CH:7]=[C:8]([C:10]2[CH:15]=[CH:14][CH:13]=[CH:12][CH:11]=2)[CH:9]=1)=[O:4].[Li+].[OH-].O>C1COCC1.CO.O>[CH3:16][N:6]1[CH:7]=[C:8]([C:10]2[CH:15]=[CH:14][CH:13]=[CH:12][CH:11]=2)[CH:9]=[C:5]1[C:3]([OH:4])=[O:2] |f:1.2.3|. Procedure: To a stirred solution of methyl-4-bromo-1-methyl-1H-pyrrole-2-carboxylate (2.5 g, 11.5 mmol) in DMF (35 mL) under argon were added sequentially Pd(PPh3)4 (0.66 g, 0.58 mmol) and phenyl boronic acid (3.46 g, 28.4 mmol). The reaction mixture was heated to 70° C., and Na2CO3 (11 g, 104 mmol) dissolved in water (30 mL) was added. The reaction mixture was heated to 110° C. (14 h), cooled to room temperature, diluted with water (250 mL), and extracted with diethyl ether (250 mL×3). The combined organi... Starting materials: COc1ccccc1-c1c[nH]c2ncc(Br)cc12, COCCOc1ccc(B(O)O)cc1OCCOC, CC#N, [Na+], [Na+], O=C([O-])[O-], Cl[Pd-2](Cl)([PH](c1ccccc1)(c1ccccc1)c1ccccc1)[PH](c1ccccc1)(c1ccccc1)c1ccccc1. Product: COCCOc1ccc(-c2cnc3[nH]cc(-c4ccccc4OC)c3c2)cc1OCCOC. RXN SMILES: [Br:20][c:21]1[cH:22][c:23]2[c:24]([n:25][cH:26]1)[nH:27][cH:28][c:29]2-[c:30]1[c:31]([O:36][CH3:37])[cH:32][cH:33][cH:34][cH:35]1.[CH3:1][O:2][CH2:3][CH2:4][O:5][c:6]1[cH:7][c:8]([B:17]([OH:18])[OH:19])[cH:9][cH:10][c:11]1[O:12][CH2:13][CH2:14][O:15][CH3:16].[CH3:85][C:86]#[N:87].[Na+:38].[Na+:39].[O-:40][C:41](=[O:42])[O-:43].[c:44]1([PH:45]([Pd-2:46]([Cl:47])([Cl:48])[PH:49]([c:50]2[cH:51][cH:52][cH:53][cH:54][cH:55]2)([c:56]2[cH:57][cH:58][cH:59][cH:60][cH:61]2)[c:62]2[cH:63][cH:64][cH:65][cH:66][cH:67]2)([c:68]2[cH:69][cH:70][cH:71][cH:72][cH:73]2)[c:74]2[cH:75][cH:76][cH:77][cH:78][cH:79]2)[cH:80][cH:81][cH:82][cH:83][cH:84]1>>[CH3:1][O:2][CH2:3][CH2:4][O:5][c:6]1[cH:7][c:8](-[c:21]2[cH:22][c:23]3[c:24]([n:25][cH:26]2)[nH:27][cH:28][c:29]3-[c:30]2[c:31]([O:36][CH3:37])[cH:32][cH:33][cH:34][cH:35]2)[cH:9][cH:10][c:11]1[O:12][CH2:13][CH2:14][O:15][CH3:16].